Dataset: the Open Reaction Database (ORD), a public repository of structured organic reaction records. Task: describe an organic reaction: reactants, conditions, products, and yield Reactants: C(=O)(N1C=NC=C1)N1C=NC=C1 (carbonyldiimidazole), C1(=CC=CC=C1)C=1OC2=C(C1)C=CC=C2C(=O)O (2-phenylbenzofuran-7-carboxylic acid), C(C)(C)(C)NCCO (2-(t-butylamino)ethanol). The solvent is O1CCCC1 (tetrahydrofuran), O1CCCC1 (tetrahydrofuran). Run at time 2 hour. Yields the product C1(=CC=CC=C1)C=1OC2=C(C1)C=CC=C2C(=O)OCCNC(C)(C)C (2-(t-butylamino)ethyl 2-phenylbenzofuran-7-carboxylate). Isolated yield 84.9%. RXN SMILES: [C:1]1([C:7]2[O:8][C:9]3[C:15]([C:16]([OH:18])=[O:17])=[CH:14][CH:13]=[CH:12][C:10]=3[CH:11]=2)[CH:6]=[CH:5][CH:4]=[CH:3][CH:2]=1.C(N1C=CN=C1)(N1C=CN=C1)=O.[C:31]([NH:35][CH2:36][CH2:37]O)([CH3:34])([CH3:33])[CH3:32]>O1CCCC1>[C:1]1([C:7]2[O:8][C:9]3[C:15]([C:16]([O:18][CH2:37][CH2:36][NH:35][C:31]([CH3:34])([CH3:33])[CH3:32])=[O:17])=[CH:14][CH:13]=[CH:12][C:10]=3[CH:11]=2)[CH:2]=[CH:3][CH:4]=[CH:5][CH:6]=1. Reported procedure: 1.43 g of 2-phenylbenzofuran-7-carboxylic acid are dissolved in 10 ml of tetrahydrofuran, and 1.08 g of carbonyldiimidazole are added to the solution. The mixture is stirred at room temperature for 2 hours and a solution of 0.76 g of 2-(t-butylamino)ethanol in 4 ml of tetrahydrofuran is added thereto. The mixture is stirred at room temperature for 15 hours and evaporated to remove solvent. Water is added to the residue and the aqueous mixture is extracted with ethyl acetate. The extract is washe... The reactants are CC1=C(C(=O)OCCC#N)C(c2ccc(C#N)cc2)NC(=S)N1c1cccc(C(F)(F)F)c1, Cl, C1CCC2=NCCCN2CC1, C1COCCO1. Yields the product CC1=C(C(=O)O)C(c2ccc(C#N)cc2)NC(=S)N1c1cccc(C(F)(F)F)c1. RXN SMILES: [C:1](#[N:2])[c:3]1[cH:4][cH:5][c:6]([CH:9]2[NH:10][C:11](=[S:33])[N:12]([c:23]3[cH:24][c:25]([C:29]([F:30])([F:31])[F:32])[cH:26][cH:27][cH:28]3)[C:13]([CH3:22])=[C:14]2[C:15](=[O:16])[O:17][CH2:18][CH2:19][C:20]#[N:21])[cH:7][cH:8]1.[ClH:51].[N:34]12[CH2:35][CH2:36][CH2:37][N:38]=[C:39]1[CH2:40][CH2:41][CH2:42][CH2:43][CH2:44]2.[O:45]1[CH2:46][CH2:47][O:48][CH2:49][CH2:50]1>>[C:1](#[N:2])[c:3]1[cH:4][cH:5][c:6]([CH:9]2[NH:10][C:11](=[S:33])[N:12]([c:23]3[cH:24][c:25]([C:29]([F:30])([F:31])[F:32])[cH:26][cH:27][cH:28]3)[C:13]([CH3:22])=[C:14]2[C:15](=[O:16])[OH:17])[cH:7][cH:8]1. Starting materials: CN1C(=NC2=C1C=CC(=C2)N(CC(=O)OCC)C(=O)C2=NC=CC=C2)CNC2=CC=C(C=C2)C(N)=N (1-methyl-2-[N-(4-amidinophenyl)-aminomethyl]-5-[N-(ethoxycarbonylmethyl)-pyridin-2-yl-carbonylamino]-benzimidazole), [OH-].[Na+] (sodium hydroxide). Yields the product CN1C(=NC2=C1C=CC(=C2)N(CC(=O)O)C(=O)C2=NC=CC=C2)CNC2=CC=C(C=C2)C(N)=N (1-methyl-2-[N-(4-amidinophenyl-)aminomethyl]-5-[N-(hydroxycarbonylmethyl)-pyridin-2-yl-carbonylamino]-benzimidazole). As a reaction SMILES: [CH3:1][N:2]1[C:6]2[CH:7]=[CH:8][C:9]([N:11]([C:18]([C:20]3[CH:25]=[CH:24][CH:23]=[CH:22][N:21]=3)=[O:19])[CH2:12][C:13]([O:15]CC)=[O:14])=[CH:10][C:5]=2[N:4]=[C:3]1[CH2:26][NH:27][C:28]1[CH:33]=[CH:32][C:31]([C:34](=[NH:36])[NH2:35])=[CH:30][CH:29]=1.[OH-].[Na+]>>[CH3:1][N:2]1[C:6]2[CH:7]=[CH:8][C:9]([N:11]([C:18]([C:20]3[CH:25]=[CH:24][CH:23]=[CH:22][N:21]=3)=[O:19])[CH2:12][C:13]([OH:15])=[O:14])=[CH:10][C:5]=2[N:4]=[C:3]1[CH2:26][NH:27][C:28]1[CH:29]=[CH:30][C:31]([C:34](=[NH:35])[NH2:36])=[CH:32][CH:33]=1 |f:1.2|. Procedure: Prepared analogously to Example 3 from 1-methyl-2-[N-(4-amidinophenyl)-aminomethyl]-5-[N-(ethoxycarbonylmethyl)-pyridin-2-yl-carbonylamino]-benzimidazole and sodium hydroxide solution. Reactants: BrC1=CC=2C3=C(C(NC2C=C1)=O)NC=C3.C(C)C(=O)[O-] (8-bromo-4-oxo-4,5-dihydro-3H-pyrrolo[2,3-c]quinoline 1-ethyl carboxylate), C=CC1=CC=CC=C1 (styrene). The product is O=C1NC=2C=CC(=CC2C2=C1NC=C2)C=CC2=CC=CC=C2.C(C)C(=O)[O-] (4-oxo-8-styryl-4,5-dihydro-3H-pyrrolo[2,3-c]quinoline 1-ethyl carboxylate). The yield is 13.2%. RXN SMILES: Br[C:2]1[CH:11]=[CH:10][C:9]2[NH:8][C:7](=[O:12])[C:6]3[NH:13][CH:14]=[CH:15][C:5]=3[C:4]=2[CH:3]=1.[CH2:16]([C:18]([O-:20])=[O:19])[CH3:17].[CH2:21]=[CH:22][C:23]1[CH:28]=[CH:27][CH:26]=[CH:25][CH:24]=1>>[O:12]=[C:7]1[C:6]2[NH:13][CH:14]=[CH:15][C:5]=2[C:4]2[CH:3]=[C:2]([CH:21]=[CH:22][C:23]3[CH:28]=[CH:27][CH:26]=[CH:25][CH:24]=3)[CH:11]=[CH:10][C:9]=2[NH:8]1.[CH2:16]([C:18]([O-:20])=[O:19])[CH3:17] |f:0.1,3.4|. Procedure details: This compound is prepared according to synthesis 68, from 70 mg (0.21 mmol) of 8-bromo-4-oxo-4,5-dihydro-3H-pyrrolo[2,3-c]quinoline-1-ethyl carboxylate (synthesis 71) and 26 μL (0.23 mmol) of styrene. After filtration and trituration in diethyl ether, 10 mg (14%) of 4-oxo-8-styryl-4,5-dihydro-3H-pyrrolo[2,3-c]quinoline-1-ethyl carboxylate is obtained in the form of a light brown solid. The reactants are [Na] (Sodium), [OH-].[Na+] (sodium hydroxide), N(C1=CC=CC=C1)C(=O)N1C=C(C2=CC(=CC=C12)OC1=CC(=NC=C1)NC(=O)C1CCN(CC1)C(=O)OC(C)(C)C)Cl (tert-butyl 4-{[(4-{[1-(anilinocarbonyl)-3-chloro-1H-5-indolyl]oxy}-2-pyridyl)amino]carbonyl}-1-piperidinecarboxylate). The solvent is FC(C(=O)O)(F)F (trifluoroacetic acid). Reaction conditions: time 5 minute. Yields the product C1(=CC=CC=C1)NC(=O)N1C=C(C2=CC(=CC=C12)OC1=CC(=NC=C1)NC(=O)C1CCNCC1)Cl (N1-phenyl-3-chloro-5-[(2-{[(4-piperidyl)carbonyl]amino}-4-pyridyl)oxy]-1H-1-indolecarboxamide). Isolated yield 92.6%. Reaction SMILES: [NH:1]([C:8]([N:10]1[C:18]2[C:13](=[CH:14][C:15]([O:19][C:20]3[CH:25]=[CH:24][N:23]=[C:22]([NH:26][C:27]([CH:29]4[CH2:34][CH2:33][N:32](C(OC(C)(C)C)=O)[CH2:31][CH2:30]4)=[O:28])[CH:21]=3)=[CH:16][CH:17]=2)[C:12]([Cl:42])=[CH:11]1)=[O:9])[C:2]1[CH:7]=[CH:6][CH:5]=[CH:4][CH:3]=1.[Na].[OH-].[Na+]>FC(F)(F)C(O)=O>[C:2]1([NH:1][C:8]([N:10]2[C:18]3[C:13](=[CH:14][C:15]([O:19][C:20]4[CH:25]=[CH:24][N:23]=[C:22]([NH:26][C:27]([CH:29]5[CH2:34][CH2:33][NH:32][CH2:31][CH2:30]5)=[O:28])[CH:21]=4)=[CH:16][CH:17]=3)[C:12]([Cl:42])=[CH:11]2)=[O:9])[CH:7]=[CH:6][CH:5]=[CH:4][CH:3]=1 |f:2.3,^1:42|. Reported procedure: After dissolving 260 mg of tert-butyl 4-{[(4-{[1-(anilinocarbonyl)-3-chloro-1H-5-indolyl]oxy}-2-pyridyl)amino]carbonyl}-1-piperidinecarboxylate in 5 ml of trifluoroacetic acid, the solution was stirred at room temperature for 5 minutes. Sodium bicarnobate water and 5N aqueous sodium hydroxide were added, and the mixture was extracted with ethyl acetate and dried over magnesium sulfate. The drying agent was filtered off and the solvent was distilled off under reduced pressure to obtain 200 mg of ...